This data is from the Open Reaction Database (ORD), a public repository of structured organic reaction records. The task is: describe an organic reaction: reactants, conditions, products, and yield The reactants are C=O, O=CO, Cl, Clc1ccc(-c2n[nH]c(C3CCNCC3)c2-c2ccncc2)cc1. Product: CN1CCC(c2[nH]nc(-c3ccc(Cl)cc3)c2-c2ccncc2)CC1. Reaction SMILES: [CH2:26]=[O:27].[CH:28]([OH:29])=[O:30].[ClH:1].[NH:2]1[CH2:3][CH2:4][CH:5]([c:8]2[c:9](-[c:20]3[cH:21][cH:22][n:23][cH:24][cH:25]3)[c:10](-[c:13]3[cH:14][cH:15][c:16]([Cl:19])[cH:17][cH:18]3)[n:11][nH:12]2)[CH2:6][CH2:7]1>>[N:2]1([CH3:26])[CH2:3][CH2:4][CH:5]([c:8]2[c:9](-[c:20]3[cH:21][cH:22][n:23][cH:24][cH:25]3)[c:10](-[c:13]3[cH:14][cH:15][c:16]([Cl:19])[cH:17][cH:18]3)[n:11][nH:12]2)[CH2:6][CH2:7]1. Starting materials: Brc1ccc2c(c1)-c1n[nH]cc1CCO2, O=C([O-])[O-], C1CCOC1, CC(C)n1cnnc1S(C)(=O)=O, [Cs+], [Cs+]. The product is CC(C)n1cnnc1-n1cc2c(n1)-c1cc(Br)ccc1OCC2. Reaction SMILES: [Br:1][c:2]1[cH:3][cH:4][c:5]2[c:6]([cH:15]1)-[c:7]1[n:8][nH:9][cH:10][c:11]1[CH2:12][CH2:13][O:14]2.[C:28](=[O:29])([O-:30])[O-:31].[CH2:34]1[O:35][CH2:36][CH2:37][CH2:38]1.[CH:16]([CH3:17])([CH3:18])[n:19]1[c:20]([S:24]([CH3:25])(=[O:26])=[O:27])[n:21][n:22][cH:23]1.[Cs+:32].[Cs+:33]>>[Br:1][c:2]1[cH:3][cH:4][c:5]2[c:6]([cH:15]1)-[c:7]1[n:8][n:9](-[c:20]3[n:19]([CH:16]([CH3:17])[CH3:18])[cH:23][n:22][n:21]3)[cH:10][c:11]1[CH2:12][CH2:13][O:14]2. Starting materials: CC1(OB(OC1(C)C)C1=C2C=CNC2=CC=C1)C (4-(4,4,5,5-tetramethyl-[1,3,2]dioxaborolan-2-yl)-1H-indole), BrC=1C=C(C=CC1)CC(=O)O (3-bromo-phenylacetic acid), [OH-].[Na+] (sodium hydroxide). The reagents and catalysts are [Pd] (Palladium). Run in C1CCOC1 (THF), C(C)(=O)OCC (ethyl acetate). Reaction conditions: temperature 70 celsius. Product: N1C=CC2=C(C=CC=C12)C=1C=C(C=CC1)CC(=O)O ([3-(1H-indol-4-yl)-phenyl]-acetic acid). Isolated yield 84.3%. As a reaction SMILES: CC1(C)C(C)(C)OB([C:9]2[CH:17]=[CH:16][CH:15]=[C:14]3[C:10]=2[CH:11]=[CH:12][NH:13]3)O1.Br[C:20]1[CH:21]=[C:22]([CH2:26][C:27]([OH:29])=[O:28])[CH:23]=[CH:24][CH:25]=1.[OH-].[Na+]>C1COCC1.[Pd].C(OCC)(=O)C>[NH:13]1[C:14]2[C:10](=[C:9]([C:20]3[CH:21]=[C:22]([CH2:26][C:27]([OH:29])=[O:28])[CH:23]=[CH:24][CH:25]=3)[CH:17]=[CH:16][CH:15]=2)[CH:11]=[CH:12]1 |f:2.3|. Procedure: To a mixture of 4-(4,4,5,5-tetramethyl-[1,3,2]dioxaborolan-2-yl)-1H-indole (15.52 g, 63.72 mmol), and 3-bromo-phenylacetic acid (13.78 g, 63.72 mmol) in THF (192 mL) were added Palladium catalyst Pd(PPh3)4 (2.21 g, 1.9 mmol) and the freshly prepared sodium hydroxide solution (7.65 g in 90 mL of water). The system was degassed and then charged with nitrogen. The degas procedure was repeated for three times. The mixture was stirred under nitrogen in a 70° C. oil bath for over the weekend. TLC show... The reactants are CO, CNC(=O)Nc1ccc(Oc2ccnc3cc(OC)c(C(=O)OC)cc23)cc1Cl, Cl, [Na+], [OH-]. Product: CNC(=O)Nc1ccc(Oc2ccnc3cc(OC)c(C(=O)O)cc23)cc1Cl. RXN SMILES: [CH3:33][OH:34].[Cl:3][c:4]1[cH:5][c:6]([O:7][c:8]2[cH:9][cH:10][n:11][c:12]3[cH:13][c:14]([O:22][CH3:23])[c:15]([C:18](=[O:19])[O:20][CH3:21])[cH:16][c:17]23)[cH:24][cH:25][c:26]1[NH:27][C:28](=[O:29])[NH:30][CH3:31].[ClH:32].[Na+:2].[OH-:1]>>[Cl:3][c:4]1[cH:5][c:6]([O:7][c:8]2[cH:9][cH:10][n:11][c:12]3[cH:13][c:14]([O:22][CH3:23])[c:15]([C:18](=[O:19])[OH:20])[cH:16][c:17]23)[cH:24][cH:25][c:26]1[NH:27][C:28](=[O:29])[NH:30][CH3:31]. Reactants: C1CCNCC1, Cc1ccccc1, O=Cc1ccc(-c2ccccc2Cl)cc1, O, O=C(O)c1ccccc1, O=C1CSC(=O)N1. Yields the product O=C1NC(=O)C(=Cc2ccc(-c3ccccc3Cl)cc2)S1. RXN SMILES: [CH2:23]1[CH2:24][CH2:25][NH:26][CH2:27][CH2:28]1.[CH3:38][c:39]1[cH:40][cH:41][cH:42][cH:43][cH:44]1.[CH:1](=[O:2])[c:3]1[cH:4][cH:5][c:6](-[c:9]2[c:10]([Cl:15])[cH:11][cH:12][cH:13][cH:14]2)[cH:7][cH:8]1.[OH2:45].[OH:29][C:30]([c:31]1[cH:32][cH:33][cH:34][cH:35][cH:36]1)=[O:37].[S:16]1[C:17](=[O:22])[NH:18][C:19](=[O:21])[CH2:20]1>>[CH:1]([c:3]1[cH:4][cH:5][c:6](-[c:9]2[c:10]([Cl:15])[cH:11][cH:12][cH:13][cH:14]2)[cH:7][cH:8]1)=[C:20]1[S:16][C:17](=[O:22])[NH:18][C:19]1=[O:21]. The solvent is C1CCOC1 (THF). Reactants: ClC1=CC=2N(C(=N1)SC)C(=NN2)C=2OC=CC2 (7-Chloro-3-(2-furyl)-5-methylthio[1,2,4]triazolo[4,3-c]pyrimidine), C1CCC2=NCCCN2CC1 (DBU). Reaction conditions: time 1 hour. RXN SMILES: [Cl:1][C:2]1[N:7]=[C:6]([S:8][CH3:9])[N:5]2[C:10]([C:13]3[O:14][CH:15]=[CH:16][CH:17]=3)=[N:11][N:12]=[C:4]2[CH:3]=1.C1CCN2C(=NCCC2)CC1>C1COCC1>[Cl:1][C:2]1[N:7]=[C:6]([S:8][CH3:9])[N:12]2[N:11]=[C:10]([C:13]3[O:14][CH:15]=[CH:16][CH:17]=3)[N:5]=[C:4]2[CH:3]=1. Yields the product ClC1=CC=2N(C(=N1)SC)N=C(N2)C=2OC=CC2 (7-Chloro-2-(2-furyl)-5-methylthio[1,2,4]triazolo[1,5-c]pyrimidine). The yield is 78.7%. Reported procedure: Into 8.5 mL of THF, 2.7 g (10 mmol) of Compound B was dissolved, and 1.5 mL (10 mmol) of DBU was added thereto under ice cooling, followed by stirring at room temperature for about 1 hour. During the period, crystals were precipitated from the reaction solution. After completion of the reaction, the precipitated solid was washed with THF to obtain 2.1 g of Compound C as a white solid (yield: 81%). Reactants: CC(=O)OC(C)=O, O=C(O)CCCCC(=O)O. Product: O=C1CCCCC(=O)O1. Reaction SMILES: [CH3:11][C:12]([O:13][C:14](=[O:15])[CH3:16])=[O:17].[OH:1][C:2](=[O:3])[CH2:4][CH2:5][CH2:6][CH2:7][C:8]([OH:9])=[O:10]>>[C:2]1(=[O:3])[CH2:4][CH2:5][CH2:6][CH2:7][C:8](=[O:9])[O:10]1. Reactants: FC(COC=1C(=CC(=NC1)C=O)C)(C)F (5-(2,2-difluoropropoxy)-4-methylpicolinaldehyde), CC(C)(C)[S@@](=O)N ((R)-2-methylpropane-2-sulfinamide), Amine-49. Product: FC(COC=1C(=CC(=NC1)\C=N\[S@](=O)C(C)(C)C)C)(C)F ((R,E)-N-((5-(2,2-difluoropropoxy)-4-methylpyridin-2-yl)methylene)-2-methylpropane-2-sulfinamide). The yield is 74.0%. RXN SMILES: [F:1][C:2]([F:15])([CH3:14])[CH2:3][O:4][C:5]1[C:6]([CH3:13])=[CH:7][C:8]([CH:11]=O)=[N:9][CH:10]=1.[CH3:16][C:17]([S@:20]([NH2:22])=[O:21])([CH3:19])[CH3:18]>>[F:1][C:2]([F:15])([CH3:14])[CH2:3][O:4][C:5]1[C:6]([CH3:13])=[CH:7][C:8](/[CH:11]=[N:22]/[S@@:20]([C:17]([CH3:19])([CH3:18])[CH3:16])=[O:21])=[N:9][CH:10]=1. Reported procedure: The title compound is prepared in 74% yield (1.10 g, pale yellow solid) from 5-(2,2-difluoropropoxy)-4-methylpicolinaldehyde (1.01 g, 4.68 mmol, Step-5) and (R)-2-methylpropane-2-sulfinamide (851 mg, 7.02 mmol) in a similar manner to Step-6 of Amine-49. Reactants: CN1CCNCC1, ClP(Cl)(Cl)(Cl)Cl, O=[N+]([O-])c1ccc2nc(S)oc2c1, c1ccccc1. Yields the product CN1CCN(c2nc3ccc([N+](=O)[O-])cc3o2)CC1. RXN SMILES: [CH3:20][N:21]1[CH2:22][CH2:23][NH:24][CH2:25][CH2:26]1.[Cl:14][P:15]([Cl:16])([Cl:17])([Cl:18])[Cl:19].[SH:1][c:2]1[o:3][c:4]2[c:5]([n:6]1)[cH:7][cH:8][c:9]([N+:11](=[O:12])[O-:13])[cH:10]2.[cH:27]1[cH:28][cH:29][cH:30][cH:31][cH:32]1>>[c:2]1([N:24]2[CH2:23][CH2:22][N:21]([CH3:20])[CH2:26][CH2:25]2)[o:3][c:4]2[c:5]([n:6]1)[cH:7][cH:8][c:9]([N+:11](=[O:12])[O-:13])[cH:10]2.